This data is from the Open Reaction Database (ORD), a public repository of structured organic reaction records. The task is: describe an organic reaction: reactants, conditions, products, and yield The reactants are C(C)NCC (Diethylamine), C(C)(C)(C)O (t-Butanol), aqueous solution, S(O)(O)(=O)=O (sulfuric acid), BrCC(=O)C1=CC=CC=C1 (bromoacetophenone), FC1=CC=C(C=C1)C(C)=O (1-(4-Fluorophenyl)-ethanone). The reagents and catalysts are [Cl-].[Zn+2].[Cl-] (Zinc Chloride), [Cl-].[Zn+2].[Cl-] (Zinc Chloride). Run in C1(=CC=CC=C1)C (toluene). Reaction conditions: time 2 hour. Yields the product FC1=CC=C(C=C1)C(CCC(=O)C1=CC=CC=C1)=O (1-(4-fluoro-phenyl)-4-phenyl-butane-1,4-dione). The yield is 54.8%. RXN SMILES: C(NCC)C.C(O)(C)(C)C.[F:11][C:12]1[CH:17]=[CH:16][C:15]([C:18](=[O:20])[CH3:19])=[CH:14][CH:13]=1.Br[CH2:22][C:23]([C:25]1[CH:30]=[CH:29][CH:28]=[CH:27][CH:26]=1)=[O:24].S(=O)(=O)(O)O>C1(C)C=CC=CC=1.[Cl-].[Zn+2].[Cl-]>[F:11][C:12]1[CH:17]=[CH:16][C:15]([C:18](=[O:20])[CH2:19][CH2:22][C:23]([C:25]2[CH:30]=[CH:29][CH:28]=[CH:27][CH:26]=2)=[O:24])=[CH:14][CH:13]=1 |f:6.7.8|. Procedure: Diethylamine (55 mmol, 5.69 mL) and t-Butanol (55 mmol, 5.26 mL) are added to a stirred solution of Zinc Chloride (74 mmol, 10 g) in anhydrous toluene (100 mL). After two hours of stirring at room temperature, Zinc Chloride is completely dissolved. 1-(4-Fluorophenyl)-ethanone (40 mmol, 4.90 mL) is added, followed by the addition of bromoacetophenone (37 mmol, 7.4 g). The reaction is allowed to stir at room temperature for 3 days. A 5% aqueous solution of sulfuric acid (75 mL) is added and the or... The reactants are BrC1C=2N(C3=C(NC1)C=CC=C3)C(=NN2)C (bromo-1-methyl-5,6-dihydro-4H-benzo[b][1,2,4]triazolo[4,3-d][1,4]diazepine), CC1(OB(OC1(C)C)C=1C=CC(=NC1)N)C (5-(4,4,5,5-tetramethyl-1,3,2-dioxaborolan-2-yl)pyridin-2-amine), C(=O)([O-])[O-].[Cs+].[Cs+] (Cs2CO3). The reagents and catalysts are C=1C=CC(=CC1)[P](C=2C=CC=CC2)(C=3C=CC=CC3)[Pd]([P](C=4C=CC=CC4)(C=5C=CC=CC5)C=6C=CC=CC6)([P](C=7C=CC=CC7)(C=8C=CC=CC8)C=9C=CC=CC9)[P](C=1C=CC=CC1)(C=1C=CC=CC1)C=1C=CC=CC1 (Tetrakis(triphenylphosphine)palladium(0)). Run in O1CCOCC1 (dioxane), O (water). Yields the product CC1=NN=C2N1C1=C(NCC2)C=C(C=C1)C=1C=CC(=NC1)N (5-(1-methyl-5,6-dihydro-4H-benzo[b][1,2,4]triazolo[4,3-d][1,4]diazepin-8-yl)pyridin-2-amine). The yield is 65.3%. Reaction SMILES: Br[CH:2]1[CH2:8][NH:7][C:6]2[CH:9]=[CH:10][CH:11]=[CH:12][C:5]=2[N:4]2[C:13]([CH3:16])=[N:14][N:15]=[C:3]12.CC1(C)C(C)(C)OB([C:25]2[CH:26]=[CH:27][C:28]([NH2:31])=[N:29][CH:30]=2)O1.C([O-])([O-])=O.[Cs+].[Cs+]>O1CCOCC1.O.C1C=CC([P]([Pd]([P](C2C=CC=CC=2)(C2C=CC=CC=2)C2C=CC=CC=2)([P](C2C=CC=CC=2)(C2C=CC=CC=2)C2C=CC=CC=2)[P](C2C=CC=CC=2)(C2C=CC=CC=2)C2C=CC=CC=2)(C2C=CC=CC=2)C2C=CC=CC=2)=CC=1>[CH3:16][C:13]1[N:4]2[C:5]3[CH:12]=[CH:11][C:10]([C:25]4[CH:26]=[CH:27][C:28]([NH2:31])=[N:29][CH:30]=4)=[CH:9][C:6]=3[NH:7][CH2:8][CH2:2][C:3]2=[N:15][N:14]=1 |f:2.3.4,^1:49,51,70,89|. Reported procedure: A solution of bromo-1-methyl-5,6-dihydro-4H-benzo[b][1,2,4]triazolo[4,3-d][1,4]diazepine (30 mg, 0.11 mmol), 5-(4,4,5,5-tetramethyl-1,3,2-dioxaborolan-2-yl)pyridin-2-amine (48 mg, 0.22 mmol), Tetrakis(triphenylphosphine)palladium(0) (10 mg) and Cs2CO3 (72 mg, 0.22 mmol) in dioxane (5 mL) and water (1 mL) was heated at 120° C. under microwave for 20 min. The reaction mixture was concentrated to give the crude product, which was purified by prep-TLC (DCM:MeOH=10:1) to afford 5-(1-methyl-5,6-dihydr...